From a dataset of the Open Reaction Database (ORD), a public repository of structured organic reaction records. describe an organic reaction: reactants, conditions, products, and yield The reactants are C([O-])(O)=O.[Na+] (sodium bicarbonate), [Cl-].[Na+] (sodium chloride), O[C@H](C)[C@H]1C(N[C@@H]1C#CSC1=CC=CC=C1)=O ((3S, 4S)-3-[(R)-1-hydroxyethyl]-4-[(phenylthio)ethynyl]-2-azetidinone), FC(C(=O)O)(F)F (trifluoroacetic acid). Run in C(C)(=O)OCC (ethyl acetate), O (water), C(Cl)Cl (methylene chloride). Reaction conditions: time 30 minute. The product is O[C@H](C)[C@H]1C(N[C@@H]1CC(=O)SC1=CC=CC=C1)=O ((3S, 4R)-3-[(R)-1-Hydroxyethyl]-4-[(phenylthio)carbonylmethyl]-2-azetidinone). Yield: 36.5%. As a reaction SMILES: [OH:1][C@@H:2]([C@@H:4]1[C@@H:7]([C:8]#[C:9][S:10][C:11]2[CH:16]=[CH:15][CH:14]=[CH:13][CH:12]=2)[NH:6][C:5]1=[O:17])[CH3:3].FC(F)(F)C(O)=[O:21].C(=O)(O)[O-].[Na+].[Cl-].[Na+]>C(Cl)Cl.C(OCC)(=O)C.O>[OH:1][C@@H:2]([C@@H:4]1[C@@H:7]([CH2:8][C:9]([S:10][C:11]2[CH:16]=[CH:15][CH:14]=[CH:13][CH:12]=2)=[O:21])[NH:6][C:5]1=[O:17])[CH3:3] |f:2.3,4.5|. Reported procedure: To a solution of 718 mg of (3S, 4S)-3-[(R)-1-hydroxyethyl]-4-[(phenylthio)ethynyl]-2-azetidinone in 8 ml of anhydrous methylene chloride was added, under an atmosphere of nitrogen gas, 1.1 ml of trifluoroacetic acid, with stirring and ice-cooling. The mixture was then stirred for 30 minutes under ice-cooling and for a further 1.5 hours at room temperature. The reaction mixture was then poured into a mixture of 2.44 g of sodium bicarbonate, 15 ml of water and 30 ml of ethyl acetate. The mixture w...